Task: describe an organic reaction: reactants, conditions, products, and yield. Dataset: the Open Reaction Database (ORD), a public repository of structured organic reaction records Starting materials: C(C1=CC=CC=C1)(=O)NO (benzohydroxamic acid), C(C1=CC=CC=C1)(=O)NO (benzohydroxamic acid), N1=CC=CC=C1 (pyridine), C(C)C(C(=O)Cl)(C(=O)Cl)CC (diethylmalonyl chloride). Solvent: C(Cl)Cl (methylene chloride). The product is C(C1=CC=CC=C1)(=O)N1OC(C(C1=O)(CC)CC)=O (2-benzoyl-4,4-diethylisoxazolidine-3,5-dione). Yield: 72.3%. Reaction SMILES: [C:1]([NH:9][OH:10])(=[O:8])[C:2]1[CH:7]=[CH:6][CH:5]=[CH:4][CH:3]=1.N1C=CC=CC=1.[CH2:17]([C:19]([CH2:26][CH3:27])([C:23](Cl)=[O:24])[C:20](Cl)=[O:21])[CH3:18]>C(Cl)Cl>[C:1]([N:9]1[C:20](=[O:21])[C:19]([CH2:26][CH3:27])([CH2:17][CH3:18])[C:23](=[O:24])[O:10]1)(=[O:8])[C:2]1[CH:7]=[CH:6][CH:5]=[CH:4][CH:3]=1. Procedure details: A mixture consisting of 1.37 g (0.0100 mol) of benzohydroxamic acid, 10 ml of pyridine, and 100 ml of methylene chloride was prepared in a 250 ml round-bottom flask. The mixture was cooled in an ice bath and 2.00 g (0.101 mol) of diethylmalonyl chloride was added dropwise over a 15 minute period. The reaction mixture was stirred for one hour at room temperature after which time all the benzohydroxamic acid had dissolved. The solution was evaporated under reduced pressure, and to the residue was ... The reactants are O=C(CCCCl)c1ccc(F)cc1, CCC(=O)Nc1cccc(C2CCNCC2)c1. Yields the product CCC(=O)Nc1cccc(C2CCN(CCCC(=O)c3ccc(F)cc3)CC2)c1. Reaction SMILES: [Cl:1][CH2:2][CH2:3][CH2:4][C:5](=[O:6])[c:7]1[cH:8][cH:9][c:10]([F:13])[cH:11][cH:12]1.[NH:14]1[CH2:15][CH2:16][CH:17]([c:20]2[cH:21][c:22]([NH:26][C:27]([CH2:28][CH3:29])=[O:30])[cH:23][cH:24][cH:25]2)[CH2:18][CH2:19]1>>[CH2:2]([CH2:3][CH2:4][C:5](=[O:6])[c:7]1[cH:8][cH:9][c:10]([F:13])[cH:11][cH:12]1)[N:14]1[CH2:15][CH2:16][CH:17]([c:20]2[cH:21][c:22]([NH:26][C:27]([CH2:28][CH3:29])=[O:30])[cH:23][cH:24][cH:25]2)[CH2:18][CH2:19]1. Reactants: S(O)(O)(=O)=O (sulfuric acid), N(=O)[O-].[Na+] (Sodium nitrite), BrC1=CC=C2C(C(NC2=C1)=O)=O (6-bromoisatin), Cl (hydrochloric acid), O.O.Cl[Sn]Cl (SnCl2.2H2O). Run in O (water), O (water), [OH-].[Na+] (NaOH). Run at temperature 0 celsius, time 1 hour. Yields the product BrC1=CC=C2C(=NNC2=C1)C(=O)O (6-bromo-1H-indazole-3-carboxylic acid). The yield is 169.3%. As a reaction SMILES: [Br:1][C:2]1[CH:10]=[C:9]2[C:5]([C:6](=O)[C:7](=O)[NH:8]2)=[CH:4][CH:3]=1.[N:13]([O-])=O.[Na+].S(=O)(=O)(O)O.Cl.[OH2:23].[OH2:24].Cl[Sn]Cl>[OH-].[Na+].O>[Br:1][C:2]1[CH:10]=[C:9]2[C:5]([C:6]([C:7]([OH:24])=[O:23])=[N:13][NH:8]2)=[CH:4][CH:3]=1 |f:1.2,5.6.7,8.9|. Reported procedure: The solution of 6-bromoisatin (10 g, 22 mmol) in 1N aqueous NaOH solution (48 Ml) was stirred at 50° C. for 1 h. The mixture was cooled to 0° C. Sodium nitrite (3 g, 22 mmol) solution in water (11 Ml) was added dropwise for 15 min at 0° C. The mixture was added to the solution of water (90 Ml) and sulfuric acid (4.6 Ml) at 0° C. for 15 min. The mixture was added to the solution of conc. hydrochloric acid (40 Ml) and SnCl2.2H2O (24 g, 53 mmol). After 1 h, the mixture was filtered and washed with ... The reactants are CC=1C=CC2=C(C1)C1C(OC3=C1C=CC(=C3)C)O2 (2,8-dimethyl-5a,10b-dihydrobenzofuro-[2,3-b]benzofuran), C1CC(=O)N(C1=O)Br (NBS), [Al] (aluminium). Solvent: CN(C)C=O (DMF). Run at time 3 day. Product: BrC1=CC(=CC2=C1OC1OC3=C(C12)C=CC(=C3)C)C (4-bromo-2,8-dimethyl-5a,10b-dihydrobenzofuro[2,3-b]benzofuran). RXN SMILES: [CH3:1][C:2]1[CH:3]=[CH:4][C:5]2[O:18][CH:9]3[O:10][C:11]4[CH:16]=[C:15]([CH3:17])[CH:14]=[CH:13][C:12]=4[CH:8]3[C:6]=2[CH:7]=1.C1C(=O)N([Br:26])C(=O)C1.[Al]>CN(C=O)C>[Br:26][C:4]1[C:5]2[O:18][CH:9]3[CH:8]([C:6]=2[CH:7]=[C:2]([CH3:1])[CH:3]=1)[C:12]1[CH:13]=[CH:14][C:15]([CH3:17])=[CH:16][C:11]=1[O:10]3. Reported procedure: The backbone 2,8-dimethyl-5a,10b-dihydrobenzofuro-[2,3-b]benzofuran (1.5 g, 6.3 mmol) and NBS (2.016 g, 11.3 mmol) are dissolved in DMF (100 mL) and stirred at RT for 1 day (flask is covered with aluminium foil). The conversion is monitored by GC/MS. After three days, a mixture of the monobrominated product, the dibrominated product, and the unmodified backbone (monobromo/dibromo/backbone) is formed, in a 75/23/2 ratio, based on weight percents. The solvent is evaporated to dryness and the solid... Reactants: C(C)(C)(C)OC(=O)N1C(CN(CC1)C(=O)C1=C(N(C=2C1=NC=CC2)C2=CC=CC=C2)Cl)CC(=O)OC (4-(2-Chloro-1-phenyl-1H-pyrrolo[3,2-b]pyridine-3-carbonyl)-2-methoxycarbonylmethyl-piperazine-1-carboxylic acid tert-butyl ester), CC1=C(C(=CC=C1)C)O (2,6-dimethylphenol). Yields the product C(C)(C)(C)OC(=O)N1C(CN(CC1)C(=O)C1=C(N(C=2C1=NC=CC2)C2=CC=CC=C2)OC2=C(C=CC=C2C)C)CC(=O)OC (4-[2-(2,6-Dimethyl-phenoxy)-1-phenyl-1H-pyrrolo[3,2-b]pyridine-3-carbonyl]-2-methoxycarbonylmethyl-piperazine-1-carboxylic acid tert-butyl ester). Reaction SMILES: [C:1]([O:5][C:6]([N:8]1[CH2:13][CH2:12][N:11]([C:14]([C:16]2[C:20]3=[N:21][CH:22]=[CH:23][CH:24]=[C:19]3[N:18]([C:25]3[CH:30]=[CH:29][CH:28]=[CH:27][CH:26]=3)[C:17]=2Cl)=[O:15])[CH2:10][CH:9]1[CH2:32][C:33]([O:35][CH3:36])=[O:34])=[O:7])([CH3:4])([CH3:3])[CH3:2].[CH3:37][C:38]1[CH:43]=[CH:42][CH:41]=[C:40]([CH3:44])[C:39]=1[OH:45]>>[C:1]([O:5][C:6]([N:8]1[CH2:13][CH2:12][N:11]([C:14]([C:16]2[C:20]3=[N:21][CH:22]=[CH:23][CH:24]=[C:19]3[N:18]([C:25]3[CH:30]=[CH:29][CH:28]=[CH:27][CH:26]=3)[C:17]=2[O:45][C:39]2[C:40]([CH3:44])=[CH:41][CH:42]=[CH:43][C:38]=2[CH3:37])=[O:15])[CH2:10][CH:9]1[CH2:32][C:33]([O:35][CH3:36])=[O:34])=[O:7])([CH3:4])([CH3:3])[CH3:2]. Procedure details: The compound of step 1 (254 mg, 507 μmol) and 2,6-dimethylphenol were reacted analogously as described in example 1, step 6. 340 mg of crude title compound were obtained. Reactants: OC(CC1C(CCCC1)SC(C)=O)(P(O)(O)=O)P(O)(O)=O ([1-hydroxy-2-(2-(acetylthio)cyclohexyl)-ethylidene]bis[phosphonic acid]), OC(CC1C(CCCC1)S)(P(O)(O)=O)P(O)(O)=O ([1-hydroxy-2-(2-mercaptocyclohexyl)-ethylidene]bis[phosphonic acid]). Yields the product OC(CC1C(CCC1)S)(P(O)(O)=O)P(O)(O)=O ([1-Hydroxy-2-(2-mercaptocyclopentyl)ethylidene]bis[Phosphonic Acid]). RXN SMILES: [OH:1][C:2]([P:18](=[O:21])([OH:20])[OH:19])([P:14](=[O:17])([OH:16])[OH:15])[CH2:3][CH:4]1C[CH2:8][CH2:7][CH2:6][CH:5]1[S:10]C(=O)C.OC(P(=O)(O)O)(P(=O)(O)O)CC1CCCCC1S>>[OH:1][C:2]([P:18](=[O:21])([OH:19])[OH:20])([P:14](=[O:17])([OH:16])[OH:15])[CH2:3][CH:4]1[CH2:8][CH2:7][CH2:6][CH:5]1[SH:10]. Reported procedure: Using essentially the same procedure as described in Example K, [1-hydroxy-2-(2-(acetylthio)cyclohexyl)-ethylidene]bis[phosphonic acid], prepared as described in Example L hereinbefore, is converted to [1-hydroxy-2-(2-mercaptocyclohexyl)-ethylidene]bis[phosphonic acid]. Product: CN(C(OC1=CC(=CC=C1)NC(=O)C1(CCN(CC1)C=1C2=C(N=CN1)NC=C2C)OCC2=CC=CC=C2)=O)C (3-(4-(benzyloxy)-1-(5-methyl-7H-pyrrolo[2,3-d]pyrimidin-4-yl)piperidine-4-carboxamido)phenyl dimethylcarbamate). Procedure details: To a solution of 3-(4-(benzyloxy)piperidine-4-carboxamido)phenyl dimethylcarbamate, from step E, and N,N-diisopropylethylamine (0.7 mL, 4.02 mmol) in isopropanol (1.6 mL) was added 4-chloro-5-methyl-7H-pyrrolo[2,3-d]pyrimidine (135 mg, 0.804 mmol). The reaction mixture was heated to 110° C. in a sealed high-pressure vial for 17 hours, during which time the mixture became homogenous. The reaction was concentrated under vacuum, and half of the material was purified by prep HPLC (30×100 mm C18 colu... Solvent: C(C)(C)O (isopropanol). Reaction conditions: temperature 110 celsius. As a reaction SMILES: [CH3:1][N:2]([CH3:29])[C:3](=[O:28])[O:4][C:5]1[CH:10]=[CH:9][CH:8]=[C:7]([NH:11][C:12]([C:14]2([O:20][CH2:21][C:22]3[CH:27]=[CH:26][CH:25]=[CH:24][CH:23]=3)[CH2:19][CH2:18][NH:17][CH2:16][CH2:15]2)=[O:13])[CH:6]=1.C(N(CC)C(C)C)(C)C.Cl[C:40]1[C:41]2[C:48]([CH3:49])=[CH:47][NH:46][C:42]=2[N:43]=[CH:44][N:45]=1>C(O)(C)C>[CH3:1][N:2]([CH3:29])[C:3](=[O:28])[O:4][C:5]1[CH:10]=[CH:9][CH:8]=[C:7]([NH:11][C:12]([C:14]2([O:20][CH2:21][C:22]3[CH:23]=[CH:24][CH:25]=[CH:26][CH:27]=3)[CH2:19][CH2:18][N:17]([C:40]3[C:41]4[C:48]([CH3:49])=[CH:47][NH:46][C:42]=4[N:43]=[CH:44][N:45]=3)[CH2:16][CH2:15]2)=[O:13])[CH:6]=1. The reactants are CN(C(OC1=CC(=CC=C1)NC(=O)C1(CCNCC1)OCC1=CC=CC=C1)=O)C (3-(4-(benzyloxy)piperidine-4-carboxamido)phenyl dimethylcarbamate), C(C)(C)N(C(C)C)CC (N,N-diisopropylethylamine), ClC=1C2=C(N=CN1)NC=C2C (4-chloro-5-methyl-7H-pyrrolo[2,3-d]pyrimidine).